From a dataset of the Open Reaction Database (ORD), a public repository of structured organic reaction records. describe an organic reaction: reactants, conditions, products, and yield Reaction SMILES: C(Cl)CCl.[C:5]([C:8]1[CH:9]=[CH:10][C:11]2[NH:17][CH:16]([CH2:18][C:19]([O:21][CH3:22])=[O:20])[C:15](=[O:23])[N:14](C)[CH2:13][C:12]=2[CH:25]=1)([OH:7])=O.C1[CH:27]=[CH:28][C:29]2N(O)[N:33]=[N:32][C:30]=2[CH:31]=1.O.CC[N:39](C(C)C)[CH:40]([CH3:42])C.C[N:47](C=O)C>>[CH3:31][C:30]1[N:32]=[N:33][C:27]([NH:39][CH2:40][CH2:42][NH:47][C:5]([C:8]2[CH:9]=[CH:10][C:11]3[NH:17][CH:16]([CH2:18][C:19]([O:21][CH3:22])=[O:20])[C:15](=[O:23])[N:14]=[CH:13][C:12]=3[CH:25]=2)=[O:7])=[CH:28][CH:29]=1. Run at time 20 hour. Procedure details: EDC (759 mg, 3.96 mmol) was added to a solution of the compound of Preparation BB(b) (3.6 mmol), methyl (±)-7-carboxy-2,3,4,5-tetrahydro-4-methyl-3-oxo-1H-1,4-benzodiazepine-2-acetate (1.05 g, 3.6 mmol), HOBT.H2O (535 mg, 3.96 mmol), and DIEA (2.07 mL, 11.88 mmol) ion anhydrous DMF at RT. After 20 h, the reaction was concentrated, and the residue was dissolved in CH2Cl2 and chromatographed (silica gel, step gradient 0-10%, CH3OH/CH2Cl2) to give the title compound as a pale yellow solid (960 mg, ... Yield: 63.0%. The product is CC1=CC=C(N=N1)NCCNC(=O)C=1C=CC2=C(C=NC(C(N2)CC(=O)OC)=O)C1 (Methyl (±)-7-[[[2-[(6-Methyl-3-pyridazinyl)amino]ethyl]amino]carbonyl]-3-oxo-1H-1,4-benzodiazepine-2-acetate). Reactants: C(CCl)Cl (EDC), C(=O)(O)C=1C=CC2=C(CN(C(C(N2)CC(=O)OC)=O)C)C1 (methyl (±)-7-carboxy-2,3,4,5-tetrahydro-4-methyl-3-oxo-1H-1,4-benzodiazepine-2-acetate), C=1C=CC2=C(C1)N=NN2O (HOBT), O (H2O), CCN(C(C)C)C(C)C (DIEA), CN(C)C=O (DMF). The product is C1(=CC=CC=C1)C1CCC(=C(C1)C(=O)OCC)S(=O)(=O)O (ethyl 5-phenyl-2-sulfo-1-cyclohexene-1-carboxylate). Procedure details: Sodium peroxyborate tetrahydrate (35.2 g) was admixed with acetic acid (200 ml) and heated to 50 to 55° C. and then a solution of ethyl 2-mercapto-5-phenyl-1-cyclohexene-1-carboxylate synthesized in Reference Example 13 (20 g) in acetic acid (200 ml) was added dropwise over 2 hours. The mixture was stirred at 50 to 55° C. for 3 hours and then at 80 to 85° C. for 5 hours and concentrated under reduced pressure. The residue was combined with acetonitrile (500 ml) and stirred at room temperature fo... Reaction SMILES: [OH2:1].[OH2:2].[OH2:3].O.B(O[O-])([O-])[O-].[Na+].[Na+].[Na+].[SH:13][C:14]1[CH2:19][CH2:18][CH:17]([C:20]2[CH:25]=[CH:24][CH:23]=[CH:22][CH:21]=2)[CH2:16][C:15]=1[C:26]([O:28][CH2:29][CH3:30])=[O:27]>C(O)(=O)C>[C:20]1([CH:17]2[CH2:16][C:15]([C:26]([O:28][CH2:29][CH3:30])=[O:27])=[C:14]([S:13]([OH:3])(=[O:2])=[O:1])[CH2:19][CH2:18]2)[CH:25]=[CH:24][CH:23]=[CH:22][CH:21]=1 |f:0.1.2.3.4.5.6.7|. Starting materials: O.O.O.O.B([O-])([O-])O[O-].[Na+].[Na+].[Na+] (Sodium peroxyborate tetrahydrate), SC1=C(CC(CC1)C1=CC=CC=C1)C(=O)OCC (ethyl 2-mercapto-5-phenyl-1-cyclohexene-1-carboxylate), Example 13. Run at temperature 52.5 celsius, time 3 hour. Solvent: C(C)(=O)O (acetic acid), C(C)(=O)O (acetic acid). Reaction conditions: time 30 minute. RXN SMILES: O=P(Cl)(Cl)[Cl:3].[C:6]1([N:12]2[C:16](=O)[CH2:15][C:14]([C:18]3[CH:23]=[CH:22][CH:21]=[CH:20][CH:19]=3)=[N:13]2)[CH:11]=[CH:10][CH:9]=[CH:8][CH:7]=1.[OH-].[Na+].CN(C)[CH:28]=[O:29]>>[Cl:3][C:16]1[N:12]([C:6]2[CH:11]=[CH:10][CH:9]=[CH:8][CH:7]=2)[N:13]=[C:14]([C:18]2[CH:23]=[CH:22][CH:21]=[CH:20][CH:19]=2)[C:15]=1[CH:28]=[O:29] |f:2.3|. Procedure details: At 5° to 10° 97.3 g of phosphorus oxytrichloride are added dropwise to 92.7 g of dimethylformamide and the mixture is stirred for completion of the complex formation for 30 minutes at room temperature. Following this 30 g of 1,3-diphenyl-2-pyrazoline-5-one are added and while stirring heating is carried out for 1 hour at 55° C. and for 20 hours at 70°. The product is poured on to approximately 600 g of ice neutralised with concentrated sodium hydroxide solution to pH 3-4, vacuum filtered and was... The product is ClC1=C(C(=NN1C1=CC=CC=C1)C1=CC=CC=C1)C=O (5-Chloro-1,3-diphenyl-pyrazole-4-carboxaldehyde). Starting materials: [OH-].[Na+] (sodium hydroxide), O=P(Cl)(Cl)Cl (phosphorus oxytrichloride), CN(C=O)C (dimethylformamide), ice, C1(=CC=CC=C1)N1N=C(CC1=O)C1=CC=CC=C1 (1,3-diphenyl-2-pyrazoline-5-one). The yield is 93.0%. Reactants: CCOC(C)=O, CCN(C(C)C)C(C)C, Clc1cccc2c1CCN2, ClCCl, O=S(=O)(OS(=O)(=O)C(F)(F)F)C(F)(F)F, O=C1OCCC1O. Product: O=C1OCCC1N1CCc2c(Cl)cccc21. RXN SMILES: [CH2:45]([O:46][C:47](=[O:48])[CH3:49])[CH3:50].[CH:1]([N:2]([CH:3]([CH3:4])[CH3:5])[CH2:6][CH3:7])([CH3:8])[CH3:9].[Cl:32][c:33]1[c:34]2[c:38]([cH:39][cH:40][cH:41]1)[NH:37][CH2:36][CH2:35]2.[Cl:42][CH2:43][Cl:44].[F:17][C:18]([S:19]([O:20][S:21]([C:22]([F:23])([F:24])[F:25])(=[O:26])=[O:27])(=[O:28])=[O:29])([F:30])[F:31].[OH:10][CH:11]1[C:12](=[O:16])[O:13][CH2:14][CH2:15]1>>[CH:11]1([N:37]2[CH2:36][CH2:35][c:34]3[c:33]([Cl:32])[cH:41][cH:40][cH:39][c:38]32)[C:12](=[O:16])[O:13][CH2:14][CH2:15]1.